Dataset: the Open Reaction Database (ORD), a public repository of structured organic reaction records. Task: describe an organic reaction: reactants, conditions, products, and yield Reactants: C(C)[C@@H]1CO[C@@H](CN1)C(=O)NC1=CC=CC=C1 ((2S,5R)-5-Ethyl-N-phenyl-2-morpholinecarboxamide), ClC1=NC(=CC=N1)Cl (2,6-dichloropyrimidine), CCN(C(C)C)C(C)C (Hunig's base). Run in CC#N (CH3CN), O (H2O). Yields the product NC1=NC(=CC(=N1)N1C[C@H](OC[C@H]1CC)C(=O)NC1=CC=CC=C1)Cl ((2S,5R)-4-(2-Amino-6-chloro-4-pyrimidinyl)-5-ethyl-N-phenyl-2-morpholinecarboxamide). Yield: 87.0%. RXN SMILES: [CH2:1]([C@H:3]1[NH:8][CH2:7][C@@H:6]([C:9]([NH:11][C:12]2[CH:17]=[CH:16][CH:15]=[CH:14][CH:13]=2)=[O:10])[O:5][CH2:4]1)[CH3:2].Cl[C:19]1[N:24]=[CH:23][CH:22]=[C:21]([Cl:25])[N:20]=1.CC[N:28](C(C)C)C(C)C>CC#N.O>[NH2:28][C:19]1[N:24]=[C:23]([N:8]2[C@H:3]([CH2:1][CH3:2])[CH2:4][O:5][C@H:6]([C:9]([NH:11][C:12]3[CH:17]=[CH:16][CH:15]=[CH:14][CH:13]=3)=[O:10])[CH2:7]2)[CH:22]=[C:21]([Cl:25])[N:20]=1. Procedure details: (2S,5R)-5-Ethyl-N-phenyl-2-morpholinecarboxamide (0.3118 g, 1.331 mmol) and 2,6-dichloropyrimidine (0.218 g, 1.331 mmol) were added to a 20 mL microwave vessel and dissolved in CH3CN (5 mL). Hunig's base (1.162 mL, 6.65 mmol) was added, and the reaction was capped and irradiated at 150° C. for 2 hours. The reaction mixture was then diluted with H2O and extracted with EtOAc. The organic layers were combined and dried to afford the title compound (0.419 g). LC-MS (ES) m/z=362 [M+H]+. Reactants: Cc1ccccc1, OC1CCC(O)CC1, C1=COCCC1. Product: OC1CCC(OC2CCCCO2)CC1. Reaction SMILES: [CH3:15][c:16]1[cH:17][cH:18][cH:19][cH:20][cH:21]1.[CH:7]1([OH:14])[CH2:8][CH2:9][CH:10]([OH:13])[CH2:11][CH2:12]1.[O:1]1[CH2:2][CH2:3][CH2:4][CH:5]=[CH:6]1>>[O:1]1[CH2:2][CH2:3][CH2:4][CH2:5][CH:6]1[O:13][CH:10]1[CH2:9][CH2:8][CH:7]([OH:14])[CH2:12][CH2:11]1.